This data is from the Open Reaction Database (ORD), a public repository of structured organic reaction records. The task is: describe an organic reaction: reactants, conditions, products, and yield The reactants are NC1=C(C=C(C=C1Br)Br)N(CCN(C)C)C(=O)OCC (N-(2-amino-3,5-dibromophenyl)-N-ethoxycarbonyl-N',N'-dimethylethylenediamine). The solvent is C(C)O (ethanol), Cl (hydrochloric acid). Product: BrC1=CC(=CC=2N(C(NC21)=O)CCN(C)C)Br (4,6-dibromo-1,3-dihydro-1-(2-dimethylaminoethyl)-2H-benzimidazol-2-one). The yield is 78.2%. RXN SMILES: [NH2:1][C:2]1[C:7]([Br:8])=[CH:6][C:5]([Br:9])=[CH:4][C:3]=1[N:10]([C:16]([O:18]CC)=O)[CH2:11][CH2:12][N:13]([CH3:15])[CH3:14]>C(O)C.Cl>[Br:8][C:7]1[C:2]2[NH:1][C:16](=[O:18])[N:10]([CH2:11][CH2:12][N:13]([CH3:15])[CH3:14])[C:3]=2[CH:4]=[C:5]([Br:9])[CH:6]=1. Procedure details: In ethanol (21 ml) and concentrated hydrochloric acid (7 ml) was dissolved N-(2-amino-3,5-dibromophenyl)-N-ethoxycarbonyl-N',N'-dimethylethylenediamine (0.85 g) and the solution was refluxed for 2 hours. The reaction mixture was concentrated under reduced pressure and the residue was diluted with water. The solution was alkalized with sodium hydroxide and extracted with ethyl acetate. The organic layer was washed with saturated aqueous sodium chloride solution and dried over anhydrous sodium sul... Isolated yield 92.0%. Reported procedure: The compound is prepared in analogy to compound (204) from tert-butyl-(dimethyl-tert-butylaminocarbonyl-methyl)-hydroxylamine and benzylbromide in 92% yield as colorless oil. Elemental analysis calculated for C19H32N2O2: C 71.21%; H 10.06%; N 8.74%. Found: C 71.22%; H 10.07%; N 8.94%. RXN SMILES: [CH2:1]([O:4][N:5]([C:16]([CH3:19])([CH3:18])[CH3:17])[C:6]([CH3:15])([CH3:14])[C:7]([NH:9][C:10]([CH3:13])([CH3:12])[CH3:11])=[O:8])[CH:2]=[CH2:3].C(N(C(C)(C)C(NC(C)(C)C)=O)O)(C)(C)C.[CH2:36](Br)[C:37]1C=CC=[CH:39][CH:38]=1>>[CH2:1]([O:4][N:5]([C:16]([CH3:19])([CH3:18])[CH3:17])[C:6]([CH3:15])([CH3:14])[C:7]([NH:9][C:10]([CH3:13])([CH3:12])[CH3:11])=[O:8])[C:2]1[CH:39]=[CH:38][CH:37]=[CH:36][CH:3]=1. Starting materials: C(C=C)ON(C(C(=O)NC(C)(C)C)(C)C)C(C)(C)C (N-allyloxy-tert-butyl-(dimethyl-tert-butylaminocarbonyl-methyl)-amine), C(C)(C)(C)N(O)C(C(=O)NC(C)(C)C)(C)C (tert-butyl-(dimethyl-tert-butylaminocarbonyl-methyl)-hydroxylamine), C(C1=CC=CC=C1)Br (benzylbromide). The product is C(C1=CC=CC=C1)ON(C(C(=O)NC(C)(C)C)(C)C)C(C)(C)C (N-benzyloxy-tert-butyl-(dimethyl-tert-butylaminocarbonyl-methyl)-amine). The reactants are ClC(=O)OCC (Ethyl chloroformate), C(C)(C)(C)OC(=O)NCC(=O)O (t-butoxycarbonylaminoacetic acid), I.N=C1SCCN1C (2-imino-3-methylthiazolidine hydrogen iodide). Solvent: C(C)N(CC)CC (triethylamine), C(Cl)Cl (methylene chloride), C(C)N(CC)CC (triethylamine), C(Cl)Cl (methylene chloride). Conditions: temperature -5 celsius, time 5 minute. The product is CN1C(SCC1)=NC(CNC(=O)OC(C)(C)C)=O (N-(3-methylthiazolidin-2-ylidene)-t-butoxycarbonylaminoacetamide). RXN SMILES: ClC(OCC)=O.[C:7]([O:11][C:12]([NH:14][CH2:15][C:16]([OH:18])=O)=[O:13])([CH3:10])([CH3:9])[CH3:8].I.[NH:20]=[C:21]1[N:25]([CH3:26])[CH2:24][CH2:23][S:22]1>C(Cl)Cl.C(N(CC)CC)C>[CH3:26][N:25]1[CH2:24][CH2:23][S:22][C:21]1=[N:20][C:16](=[O:18])[CH2:15][NH:14][C:12]([O:11][C:7]([CH3:8])([CH3:9])[CH3:10])=[O:13] |f:2.3|. Procedure: Ethyl chloroformate (0.25 ml.) at -5° C. was added to a solution of 350 mg. of t-butoxycarbonylaminoacetic acid and 0.4 ml. of triethylamine in 10 ml. of methylene chloride at -5° C. After stirring 5 minutes at -5° C. there was added a solution of 610 mg. of 2-imino-3-methylthiazolidine hydrogen iodide and 1.0 ml. of triethylamine in 10 ml. of methylene chloride also at -5° C. Stirring was continued at -5° C. for 15 minutes and one hour at room temperature. The reaction mixture was washed with 4... The reactants are ClC1=NC=C(C(=O)NCC2=CC(=CC=C2)NS(=O)(=O)C)C=C1 (6-chloro-N-(3-methylsulphonylaminobenzyl)nicotinamide), ClC1=NC=C(C(=O)NCC2=CC(=CC=C2)NS(=O)(=O)C)C=C1 (6-chloro-N-(3-methylsulphonylaminobenzyl)nicotinamide), C1(CC1)CNC(C1=CC(=C(C=C1)C)B1OC(C(O1)(C)C)(C)C)=O (N-(cyclopropylmethyl)-4-methyl-3-(4,4,5,5-tetramethyl-[1,3,2]dioxaborolan-2-yl)-benzamide), C1(CC1)CNC(C1=CC(=C(C=C1)C)B1OC(C(O1)(C)C)(C)C)=O (N-(cyclopropylmethyl)-4-methyl-3-(4,4,5,5-tetramethyl-[1,3,2]dioxaborolan-2-yl)-benzamide). Yields the product C1(CC1)CNC(=O)C=1C=CC(=C(C1)C1=NC=C(C(=O)NCC2=CC(=CC=C2)NS(=O)(=O)C)C=C1)C (6-(5-Cyclopropylmethylcarbamoyl-2-methyl-phenyl)-N-(3-methylsulphonylaminobenzyl)-nicotinamide). RXN SMILES: Cl[C:2]1[CH:22]=[CH:21][C:5]([C:6]([NH:8][CH2:9][C:10]2[CH:15]=[CH:14][CH:13]=[C:12]([NH:16][S:17]([CH3:20])(=[O:19])=[O:18])[CH:11]=2)=[O:7])=[CH:4][N:3]=1.[CH:23]1([CH2:26][NH:27][C:28](=[O:45])[C:29]2[CH:34]=[CH:33][C:32]([CH3:35])=[C:31](B3OC(C)(C)C(C)(C)O3)[CH:30]=2)[CH2:25][CH2:24]1>>[CH:23]1([CH2:26][NH:27][C:28]([C:29]2[CH:30]=[CH:31][C:32]([CH3:35])=[C:33]([C:2]3[CH:22]=[CH:21][C:5]([C:6]([NH:8][CH2:9][C:10]4[CH:15]=[CH:14][CH:13]=[C:12]([NH:16][S:17]([CH3:20])(=[O:19])=[O:18])[CH:11]=4)=[O:7])=[CH:4][N:3]=3)[CH:34]=2)=[O:45])[CH2:25][CH2:24]1. Procedure: 6-(5-Cyclopropylmethylcarbamoyl-2-methyl-phenyl)-N-(3-methylsulphonylaminobenzyl)-nicotinamide was prepared from 6-chloro-N-(3-methylsulphonylaminobenzyl)nicotinamide (Intermediate 4) and N-cyclopropylmethyl-4-methyl-3-(4,4,5,5-tetramethyl-[1,3,2]dioxaborolan-2-yl)-benzamide (Intermediate 10) using General Method B. LCMS: retention time 2.88 min, MH+ 493. NMR: δH [2H6]-DMSO 9.34,(1H, t), 9.16,(1H, d), 8.96,(1H, b), 8.62,(1H, t), 8.35,(1H, dd), 7.94,(1H, s), 7.85,(1H, d), 7.75,(1H, d), 7.43,(1H, ... Reactants: [H][H] (hydrogen), C(C)O (ethanol), ClC1=C(C(=CC(=C1C)Br)S(=O)(=O)C)C (2-chloro-4-bromo-6-methylsulfonyl-m-xylene), C(C)(=O)[O-].[Na+] (sodium acetate). Reagents/catalysts: [Pd] (palladium). Solvent: O (water). Run at time 7 hour. The product is ClC1=C(C=CC(=C1C)S(=O)(=O)C)C (2-chloro-4-methylsulfonyl-m-xylene). Reaction SMILES: C(O)C.[Cl:4][C:5]1[C:10]([CH3:11])=[C:9](Br)[CH:8]=[C:7]([S:13]([CH3:16])(=[O:15])=[O:14])[C:6]=1[CH3:17].C([O-])(=O)C.[Na+].[H][H]>[Pd].O>[Cl:4][C:5]1[C:6]([CH3:17])=[C:7]([S:13]([CH3:16])(=[O:15])=[O:14])[CH:8]=[CH:9][C:10]=1[CH3:11] |f:2.3|. Reported procedure: 30 ml of ethanol was added to 1.0 g of the crude 2-chloro-4-bromo-6-methylsulfonyl-m-xylene obtained in Example 3, and 0.1 g of 5% palladium active carbon and 1.0 g of anhydrous sodium acetate were further added thereto. The reactor was sealed, and was substituted with hydrogen, then stirring at room temperature for 7 hours. 30 ml of water was added to the reaction liquor, and was concentrated under reduced pressure. 30 ml of EDC was further added thereto, and the resultant mixture was filtered....